From a dataset of the Open Reaction Database (ORD), a public repository of structured organic reaction records. describe an organic reaction: reactants, conditions, products, and yield Starting materials: Cl.NC1CCN(CC1)CCN1C(C=CC2=NC=C(C=C12)OC)=O (1-(2-(4-aminopiperidin-1-yl)ethyl)-7-methoxy-1,5-naphthyridin-2(1H)-one hydrochloride), C[O-].[Na+].CO (sodium methoxide methanol), C(C)C=1C(=CC(=NC1)C=O)OC (5-ethyl-4-methoxypyridine-2-carbaldehyde), C(#N)[BH3-].[Na+] (sodium cyanoborohydride), C(O)([O-])=O.[Na+] (sodium hydrogen carbonate). The solvent is CO (methanol), C(C)(=O)O (acetic acid), C(Cl)(Cl)Cl (chloroform). Reaction conditions: time 5 hour. Yields the product C(C)C=1C(=CC(=NC1)CNC1CCN(CC1)CCN1C(C=CC2=NC=C(C=C12)OC)=O)OC (1-(2-(4-(((5-ethyl-4-methoxypyridin-2-yl)methyl)amino)piperidin-1-yl)ethyl)-7-methoxy-1,5-naphthyridin-2(1H)-one). The yield is 46.6%. As a reaction SMILES: Cl.[NH2:2][CH:3]1[CH2:8][CH2:7][N:6]([CH2:9][CH2:10][N:11]2[C:20]3[C:15](=[N:16][CH:17]=[C:18]([O:21][CH3:22])[CH:19]=3)[CH:14]=[CH:13][C:12]2=[O:23])[CH2:5][CH2:4]1.C[O-].[Na+].CO.[CH2:29]([C:31]1[C:32]([O:39][CH3:40])=[CH:33][C:34]([CH:37]=O)=[N:35][CH:36]=1)[CH3:30].C([BH3-])#N.[Na+].C(=O)([O-])O.[Na+]>CO.C(Cl)(Cl)Cl.C(O)(=O)C>[CH2:29]([C:31]1[C:32]([O:39][CH3:40])=[CH:33][C:34]([CH2:37][NH:2][CH:3]2[CH2:4][CH2:5][N:6]([CH2:9][CH2:10][N:11]3[C:20]4[C:15](=[N:16][CH:17]=[C:18]([O:21][CH3:22])[CH:19]=4)[CH:14]=[CH:13][C:12]3=[O:23])[CH2:7][CH2:8]2)=[N:35][CH:36]=1)[CH3:30] |f:0.1,2.3.4,6.7,8.9|. Procedure details: To a suspension of 0.10 g of 1-(2-(4-aminopiperidin-1-yl)ethyl)-7-methoxy-1,5-naphthyridin-2(1H)-one hydrochloride in 2 mL of methanol, 0.14 g of a 28% sodium methoxide/methanol solution, 40 mg of 5-ethyl-4-methoxypyridine-2-carbaldehyde and 14 μL of acetic acid were added. Then, 30 mg of sodium cyanoborohydride was added thereto, and the mixture was stirred at room temperature for 5 hours. To the reaction mixture, chloroform and a saturated aqueous sodium hydrogen carbonate solution were added.... Starting materials: CC(=O)O[BH-](OC(C)=O)OC(C)=O, O=C([O-])O, CNCCN(C)Cc1ccc(C(=O)OC)cc1, ClCCl, [Na+], [Na+], O=Cc1ccc(Oc2ccc(-c3ncco3)cc2)cc1. The product is COC(=O)c1ccc(CN(C)CCN(C)Cc2ccc(Oc3ccc(-c4ncco4)cc3)cc2)cc1. Reaction SMILES: [C:38]([O:39][BH-:40]([O:41][C:42](=[O:43])[CH3:44])[O:45][C:46](=[O:47])[CH3:48])(=[O:49])[CH3:50].[C:52](=[O:53])([OH:54])[O-:55].[CH3:21][N:22]([CH2:23][CH2:24][NH:25][CH3:26])[CH2:27][c:28]1[cH:29][cH:30][c:31]([C:32](=[O:33])[O:34][CH3:35])[cH:36][cH:37]1.[Cl:57][CH2:58][Cl:59].[Na+:51].[Na+:56].[o:1]1[c:2](-[c:6]2[cH:7][cH:8][c:9]([O:10][c:11]3[cH:12][cH:13][c:14]([CH:15]=[O:16])[cH:17][cH:18]3)[cH:19][cH:20]2)[n:3][cH:4][cH:5]1>>[o:1]1[c:2](-[c:6]2[cH:7][cH:8][c:9]([O:10][c:11]3[cH:12][cH:13][c:14]([CH2:15][N:25]([CH2:24][CH2:23][N:22]([CH3:21])[CH2:27][c:28]4[cH:29][cH:30][c:31]([C:32](=[O:33])[O:34][CH3:35])[cH:36][cH:37]4)[CH3:26])[cH:17][cH:18]3)[cH:19][cH:20]2)[n:3][cH:4][cH:5]1. The reactants are N1=CC=CC=C1 (pyridine), CS(=O)(=O)Cl (methanesulphonyl chloride), NC=1C=C(C=CC1)C=1C=2C(=CNC1C)C(N(N2)C2=CC=C(C=C2)Cl)=O (7-(3-aminophenyl)-2-(4-chlorophenyl)-2,5-dihydro-6-methylpyrazolo[4,3-c]pyridin-3-one). Run in C(CO)O (ethylene glycol), COC (dimethyl ether). The product is ClC1=CC=C(C=C1)N1N=C2C(=CNC(=C2C=2C=C(C=CC2)NS(=O)(=O)C)C)C1=O (N-{3-[2-(4-Chlorophenyl)-3, 5-dihydro-6-methyl-3-oxo-2H-pyrazolo[4,3-c]pyridin-7-yl]phenyl}methanesulphonamide). The yield is 91.5%. RXN SMILES: [NH2:1][C:2]1[CH:3]=[C:4]([C:8]2[C:9]3[C:10]([C:15](=[O:25])[N:16]([C:18]4[CH:23]=[CH:22][C:21]([Cl:24])=[CH:20][CH:19]=4)[N:17]=3)=[CH:11][NH:12][C:13]=2[CH3:14])[CH:5]=[CH:6][CH:7]=1.N1C=CC=CC=1.[CH3:32][S:33](Cl)(=[O:35])=[O:34]>C(O)CO.COC>[Cl:24][C:21]1[CH:22]=[CH:23][C:18]([N:16]2[C:15](=[O:25])[C:10]3=[CH:11][NH:12][C:13]([CH3:14])=[C:8]([C:4]4[CH:3]=[C:2]([NH:1][S:33]([CH3:32])(=[O:35])=[O:34])[CH:7]=[CH:6][CH:5]=4)[C:9]3=[N:17]2)=[CH:19][CH:20]=1. Procedure: To a stirred solution of 7-(3-aminophenyl)-2-(4-chlorophenyl)-2,5-dihydro-6-methylpyrazolo[4,3-c]pyridin-3-one (0.100 g, 0.285 mmol) in anhydrous ethylene glycol, dimethyl ether (5 ml) was added portionwise, over a few hours, pyridine (0.228 ml, 2.82 mmol) and methanesulphonyl chloride (0.174 ml, 2.25 mmol), and the mixture was heated at 50° C. for 1.5 h. The solvent was removed in vacuo and the residue was purified by flash chromatography (silica gel, 5-10% MeOH/CH2Cl2) to leave 0.1119 g (92%) ... Procedure details: Prepared analogously to Example 1 from 8-(4-chlorobutoxy)-4,4-dimethyl-4H-3,1-benzoxazin-2-one and 4-acetamido-thiophenol. Yields the product C(C)(=O)NC1=CC=C(C=C1)SCCCCOC1=CC=CC=2C(OC(NC21)=O)(C)C (8-[4-(4-Acetamido-phenylmercapto)-butoxy]-4,4-dimethyl-4H-3,1-benzoxazin-2-one). Starting materials: ClCCCCOC1=CC=CC=2C(OC(NC21)=O)(C)C (8-(4-chlorobutoxy)-4,4-dimethyl-4H-3,1-benzoxazin-2-one), C(C)(=O)NC1=CC=C(C=C1)S (4-acetamido-thiophenol). Reaction SMILES: Cl[CH2:2][CH2:3][CH2:4][CH2:5][O:6][C:7]1[C:16]2[NH:15][C:14](=[O:17])[O:13][C:12]([CH3:19])([CH3:18])[C:11]=2[CH:10]=[CH:9][CH:8]=1.[C:20]([NH:23][C:24]1[CH:29]=[CH:28][C:27]([SH:30])=[CH:26][CH:25]=1)(=[O:22])[CH3:21]>>[C:20]([NH:23][C:24]1[CH:29]=[CH:28][C:27]([S:30][CH2:2][CH2:3][CH2:4][CH2:5][O:6][C:7]2[C:16]3[NH:15][C:14](=[O:17])[O:13][C:12]([CH3:19])([CH3:18])[C:11]=3[CH:10]=[CH:9][CH:8]=2)=[CH:26][CH:25]=1)(=[O:22])[CH3:21]. Reactants: CC(C)(O)c1ccc2c(c1)C(=CCCBr)c1cccnc1CO2, O=C([O-])[O-], COC(=O)CN(Cc1ccc(Cl)cc1)C1CCNCC1, CC#N, CCOC(C)=O, [K+], [K+], O. Product: COC(=O)CN(Cc1ccc(Cl)cc1)C1CCN(CCC=C2c3cc(C(C)(C)O)ccc3OCc3ncccc32)CC1. Reaction SMILES: [Br:27][CH2:28][CH2:29][CH:30]=[C:31]1[c:32]2[c:33]([cH:42][cH:43][c:44]([C:46]([CH3:47])([CH3:48])[OH:49])[cH:45]2)[O:34][CH2:35][c:36]2[c:37]1[cH:38][cH:39][cH:40][n:41]2.[C:21](=[O:22])([O-:23])[O-:24].[CH3:1][O:2][C:3]([CH2:4][N:5]([CH:6]1[CH2:7][CH2:8][NH:9][CH2:10][CH2:11]1)[CH2:12][c:13]1[cH:14][cH:15][c:16]([Cl:19])[cH:17][cH:18]1)=[O:20].[CH3:50][C:51]#[N:52].[CH3:54][CH2:55][O:56][C:57](=[O:58])[CH3:59].[K+:25].[K+:26].[OH2:53]>>[CH3:1][O:2][C:3]([CH2:4][N:5]([CH:6]1[CH2:7][CH2:8][N:9]([CH2:28][CH2:29][CH:30]=[C:31]2[c:32]3[c:33]([cH:42][cH:43][c:44]([C:46]([CH3:47])([CH3:48])[OH:49])[cH:45]3)[O:34][CH2:35][c:36]3[c:37]2[cH:38][cH:39][cH:40][n:41]3)[CH2:10][CH2:11]1)[CH2:12][c:13]1[cH:14][cH:15][c:16]([Cl:19])[cH:17][cH:18]1)=[O:20]. The reactants are CCOC(=O)C(=O)c1cccc(OC)c1, O. Product: COc1cccc(C(=O)C(=O)O)c1. Reaction SMILES: [CH3:1][O:2][c:3]1[cH:4][c:5]([C:9]([C:10](=[O:11])[O:12][CH2:13][CH3:14])=[O:15])[cH:6][cH:7][cH:8]1.[OH2:16]>>[CH3:1][O:2][c:3]1[cH:4][c:5]([C:9]([C:10](=[O:11])[OH:12])=[O:15])[cH:6][cH:7][cH:8]1. Starting materials: [H][H] (hydrogen), [N+](=O)([O-])[O-].[Ru+3].[N+](=O)([O-])[O-].[N+](=O)([O-])[O-].[N+](=O)(O)[O-].C(C)(=O)[O-].[La+3].C(C)(=O)[O-].C(C)(=O)[O-] (ruthenium nitrate lanthanum acetate nitric acid), C(=O)[O-].[La+3].C(=O)[O-].C(=O)[O-] (lanthanum formate). Product: [N+](=O)([O-])[O-].[Ru+3].[N+](=O)([O-])[O-].[N+](=O)([O-])[O-].[N+](=O)(O)[O-].C(=O)[O-].[La+3].C(=O)[O-].C(=O)[O-] (ruthenium nitrate lanthanum formate nitric acid). RXN SMILES: [H][H].[N+:3]([O-:6])([O-:5])=[O:4].[Ru+3:7].[N+]([O-])([O-])=O.[N+]([O-])([O-])=O.[N+]([O-])(O)=O.[C:20]([O-:23])(=[O:22])C.[La+3:24].[C:25]([O-:28])(=[O:27])C.[C:29]([O-:32])(=[O:31])C.C([O-])=O.[La+3].C([O-])=O.C([O-])=O>>[N+:3]([O-:6])([O-:5])=[O:4].[Ru+3:7].[N+:3]([O-:6])([O-:5])=[O:4].[N+:3]([O-:6])([O-:5])=[O:4].[N+:3]([O-:6])([OH:5])=[O:4].[CH:20]([O-:23])=[O:22].[La+3:24].[CH:25]([O-:28])=[O:27].[CH:29]([O-:32])=[O:31] |f:1.2.3.4.5.6.7.8.9,10.11.12.13,14.15.16.17.18.19.20.21.22|. Procedure: Three specimens of electrode for hydrogen generation were prepared as in Example 1 except that the lanthanum acetate n-hydrate of Example 1 was replaced by lanthanum formate and a ruthenium nitrate-lanthanum formate nitric acid solution was prepared with a Ru/La atom ratio of 50/50. The reactants are N1(N=NC2=C1C=CC=C2)C=O (1H-1,2,3-benzotriazole-1-carbaldehyde), ClC1=C(N)C=CC(=C1)Cl (2,4-dichloroaniline). RXN SMILES: N1([CH:10]=[O:11])C2C=CC=CC=2N=N1.[Cl:12][C:13]1[CH:19]=[C:18]([Cl:20])[CH:17]=[CH:16][C:14]=1[NH2:15]>O1CCCC1>[Cl:12][C:13]1[CH:19]=[C:18]([Cl:20])[CH:17]=[CH:16][C:14]=1[NH:15][CH:10]=[O:11]. Reaction conditions: temperature 60 celsius, time 22.5 hour. Reported procedure: 1H-1,2,3-benzotriazole-1-carbaldehyde (327 mg, 2.22 mmol, Sigma-Aldrich) was added to a solution of 2,4-dichloroaniline (300 mg, 1.85 mmol) in tetrahydrofuran (THF) (6 mL). The solution was heated to 60° C. and stirred for 22.5 h before concentrating in vacuo. The resulting solid was dissolved in DCM (30 ml), washed with 2M HCl (15 ml), the organic layer was passed through a hydrophobic frit and reduced in vacuo. Purification was carried out by silica column chromatography (Biotage SP4, gradient... Yield: 95.0%. The product is ClC1=C(C=CC(=C1)Cl)NC=O ((2,4-Dichlorophenyl)formamide). Run in O1CCCC1 (tetrahydrofuran). Yield: 72.1%. As a reaction SMILES: [O:1]1[CH2:6][CH2:5][CH2:4][CH2:3][CH:2]1[N:7]1[C:15]2[C:10](=[CH:11][C:12]([C:16]3[N:20]=[CH:19][N:18]([C:21]([C:34]4[CH:39]=[CH:38][CH:37]=[CH:36][CH:35]=4)([C:28]4[CH:33]=[CH:32][CH:31]=[CH:30][CH:29]=4)[C:22]4[CH:27]=[CH:26][CH:25]=[CH:24][CH:23]=4)[N:17]=3)=[CH:13][CH:14]=2)[C:9]([C:40]2[CH:41]=[C:42]([CH:47]=[CH:48][CH:49]=2)[C:43](OC)=[O:44])=[N:8]1.O.[OH-].[Li+].[CH3:53][C:54]([CH3:58])([CH3:57])[CH2:55][NH2:56].O.ON1C2C=CC=CC=2N=N1>O1CCCC1.O1CCCC1.O>[CH3:53][C:54]([CH3:58])([CH3:57])[CH2:55][NH:56][C:43]([C:42]1[CH:47]=[CH:48][CH:49]=[C:40]([C:9]2[C:10]3[C:15](=[CH:14][CH:13]=[C:12]([C:16]4[N:20]=[CH:19][N:18]([C:21]([C:28]5[CH:29]=[CH:30][CH:31]=[CH:32][CH:33]=5)([C:34]5[CH:39]=[CH:38][CH:37]=[CH:36][CH:35]=5)[C:22]5[CH:27]=[CH:26][CH:25]=[CH:24][CH:23]=5)[N:17]=4)[CH:11]=3)[N:7]([CH:2]3[CH2:3][CH2:4][CH2:5][CH2:6][O:1]3)[N:8]=2)[CH:41]=1)=[O:44] |f:1.2.3,5.6,8.9|. Procedure: To a stirred solution of methyl 3-{1-perhydro-2H-pyran-2-yl-5-[1-(triphenylmethyl)(1,2,4-triazol-3-yl)]-1H-indazol-3-yl}benzoate (0.431 g, 0.667 mmol) in a tetrahydrofuran/water mixture (2.70 mL/1.62 mL) was added lithium hydroxide monohydrate (0.0840 g, 2.00 mmol) and the mixture heated at 60° C. for 21 h. To this mixture was added tetrahydrofuran (2.16 mL), 2,2-dimethylpropyl amine (0.174 g, 2.00 mmol), 1-hydroxybenzotriazole hydrate (0.270 g, 2.00 mmol) and 1-(3-dimethylaminopropyl)-3-ethylca... Yields the product CC(CNC(=O)C1=CC(=CC=C1)C1=NN(C2=CC=C(C=C12)C1=NN(C=N1)C(C1=CC=CC=C1)(C1=CC=CC=C1)C1=CC=CC=C1)C1OCCCC1)(C)C (N-(2,2-Dimethylpropyl)(3-{1-perhydro-2H-pyran-2-yl-5-[1-(triphenylmethyl)(1,2,4-triazol-3-yl)](1H-indazol-3-yl)}phenyl)carboxamide). Reaction conditions: temperature 60 celsius, time 67 hour. Solvent: O1CCCC1.O (tetrahydrofuran water), O1CCCC1 (tetrahydrofuran). The reactants are O1C(CCCC1)N1N=C(C2=CC(=CC=C12)C1=NN(C=N1)C(C1=CC=CC=C1)(C1=CC=CC=C1)C1=CC=CC=C1)C=1C=C(C(=O)OC)C=CC1 (methyl 3-{1-perhydro-2H-pyran-2-yl-5-[1-(triphenylmethyl)(1,2,4-triazol-3-yl)]-1H-indazol-3-yl}benzoate), O.[OH-].[Li+] (lithium hydroxide monohydrate), CC(CN)(C)C (2,2-dimethylpropyl amine), O.ON1N=NC2=C1C=CC=C2 (1-hydroxybenzotriazole hydrate). The reactants are N1=C(C=C2OC3=C(N21)CCOC3)CO (7,8-dihydro-5H-pyrano[4,3-d]pyrazolo[5,1-b][1,3]oxazol-2-ylmethanol). The reagents and catalysts are O=[Mn]=O (MnO2). Solvent: C(Cl)(Cl)Cl (CHCl3). The product is N1=C(C=C2OC3=C(N21)CCOC3)C=O (7,8-dihydro-5H-pyrano[4,3-d]pyrazolo[5,1-b][1,3]oxazol-2-carbaldehyde). Isolated yield 80.6%. Reaction SMILES: [N:1]1[N:8]2[C:4]([O:5][C:6]3[CH2:12][O:11][CH2:10][CH2:9][C:7]=32)=[CH:3][C:2]=1[CH2:13][OH:14]>C(Cl)(Cl)Cl.O=[Mn]=O>[N:1]1[N:8]2[C:4]([O:5][C:6]3[CH2:12][O:11][CH2:10][CH2:9][C:7]=32)=[CH:3][C:2]=1[CH:13]=[O:14]. Reported procedure: To the stirred solution of 7,8-dihydro-5H-pyrano[4,3-d]pyrazolo[5,1-b][1,3]oxazol-2-ylmethanol (1.0 g, 5.1 mmol) in 60 ml of CHCl3 was added 8 g of MnO2. Th suspension was refluxed for 1.5 hour under a nitrogen atmosphere. The reaction mixture was filtered through a pad of Celite. The filtrate was concentrated to give yellow oil. The product was purified by chromatography. 0.79 g of the product was obtained (80%); (M+H) 193